Dataset: the Open Reaction Database (ORD), a public repository of structured organic reaction records. Task: describe an organic reaction: reactants, conditions, products, and yield The reactants are O=C1COC2=C(N1)C=C(C=C2)C=O (3-Oxo-3,4-dihydro-2H-benzo[1,4]oxazine-6-carbaldehyde), COC=1C=CC2=NC=C3C(=C2N1)CC(O3)C[C@@H]3CC[C@H](CC3)N (trans-4-(8-methoxy-1,2-dihydro-3-oxa-5,9-diaza-cyclopenta[a]naphthalen-2-ylmethyl)-cyclohexylamine), C(#N)[BH3-].[Na+] (sodium cyanoborohydride), C(C)(=O)O (acetic acid). Solvent: ClCCCl (1,2-dichloroethane), CO (methanol). Reaction conditions: time 5 hour. Yields the product COC=1C=CC2=NC=C3C(=C2N1)CC(O3)C[C@@H]3CC[C@H](CC3)NCC=3C=CC1=C(NC(CO1)=O)C3 (6-{[trans-4-(8-methoxy-1,2-dihydro-3-oxa-5,9-diaza-cyclopenta[a]naphthalen-2-ylmethyl)-cyclohexylamino]-methyl}-4H-benzo[1,4]oxazin-3-one). As a reaction SMILES: [O:1]=[C:2]1[NH:7][C:6]2[CH:8]=[C:9]([CH:12]=O)[CH:10]=[CH:11][C:5]=2[O:4][CH2:3]1.[CH3:14][O:15][C:16]1[CH:17]=[CH:18][C:19]2[C:24]([N:25]=1)=[C:23]1[CH2:26][CH:27]([CH2:29][C@H:30]3[CH2:35][CH2:34][C@H:33]([NH2:36])[CH2:32][CH2:31]3)[O:28][C:22]1=[CH:21][N:20]=2.C(O)(=O)C.C([BH3-])#N.[Na+]>ClCCCl.CO>[CH3:14][O:15][C:16]1[CH:17]=[CH:18][C:19]2[C:24]([N:25]=1)=[C:23]1[CH2:26][CH:27]([CH2:29][C@H:30]3[CH2:35][CH2:34][C@H:33]([NH:36][CH2:12][C:9]4[CH:10]=[CH:11][C:5]5[O:4][CH2:3][C:2](=[O:1])[NH:7][C:6]=5[CH:8]=4)[CH2:32][CH2:31]3)[O:28][C:22]1=[CH:21][N:20]=2 |f:3.4|. Reported procedure: 3-Oxo-3,4-dihydro-2H-benzo[1,4]oxazine-6-carbaldehyde (27 mg, 0.14 mmol, 1.0 eq) is added at room temperature to a stirred solution of trans-4-(8-methoxy-1,2-dihydro-3-oxa-5,9-diaza-cyclopenta[a]naphthalen-2-ylmethyl)-cyclohexylamine (47 mg, 0.14 mmol, 1.0 eq) in 1,2-dichloroethane (4 mL) and methanol (1 mL), followed by acetic acid (11 μL, 0.19 mmol, 1.3 eq) and sodium cyanoborohydride (11 mg, 0.16 mmol, 1.15 eq). After 5 hours stirring at room temperature, the reaction mixture is extracted wit... The reactants are NC1=CC=C2C(=N1)C(=CN2)C2CCN(CC2)C (5-amino-3-(1-methylpiperidin-4-yl)pyrrolo[3,2-b]pyridine), FC=1C=C(C(=O)Cl)C=CC1 (3-fluorobenzoyl chloride). Product: FC=1C=C(C(=O)NC2=CC=C3C(=N2)C(=CN3)C3CCN(CC3)C)C=CC1 (5-(N-[3-fluorobenzoyl]amino)-3-(1-methylpiperidin-4-yl)pyrrolo[3,2-b]pyridine). Isolated yield 76.9%. Reaction SMILES: [NH2:1][C:2]1[N:7]=[C:6]2[C:8]([CH:11]3[CH2:16][CH2:15][N:14]([CH3:17])[CH2:13][CH2:12]3)=[CH:9][NH:10][C:5]2=[CH:4][CH:3]=1.[F:18][C:19]1[CH:20]=[C:21]([CH:25]=[CH:26][CH:27]=1)[C:22](Cl)=[O:23]>>[F:18][C:19]1[CH:20]=[C:21]([CH:25]=[CH:26][CH:27]=1)[C:22]([NH:1][C:2]1[N:7]=[C:6]2[C:8]([CH:11]3[CH2:16][CH2:15][N:14]([CH3:17])[CH2:13][CH2:12]3)=[CH:9][NH:10][C:5]2=[CH:4][CH:3]=1)=[O:23]. Procedure details: Beginning with 0.085 gm (0.369 mMol) 5-amino-3-(1-methylpiperidin-4-yl)pyrrolo[3,2-b]pyridine and 0.093 mL (0.776 mMol) 3-fluorobenzoyl chloride, 0.100 gm (77.5%) of the title compound was recovered as a crystalline solid by the procedure described in Example 16. Reactants: N=1C=2C(C=CC1)=C1C(C=CC=C1C2)=O (5H-indeno[2,1-b]pyridine-5-one), N1=CC=CC=2C3=CC=CC=C3C(C12)=O (1-azafluoren-9-one), chloro, CC1NCCCC1C1=CC=CC=C1 (2-methyl-3-phenyl piperidine), CC1NCCCC1C1=CC=C(C=C1)F (2-methyl-3-(4'-fluorophenyl)piperidine), CC(CCC)=O (pentanone), substituted or unsubstituted 1-phenyl-2-propanone, C(C=C)#N (acrylonitrile), C(#N)CCC(C(C)=O)C1=CC=CC=C1 (5-cyano-3-phenyl-2-pentanone), C(#N)CCC(C(C)=O)C1=CC=C(C=C1)F (5-cyano-3-(4'-fluorophenyl)-2-pentanone), CC1NCCCC1C1=CC=CC=C1 (2-methyl-3-phenylpiperidine). Product: CC1=NC=CC=C1C1=CC=CC=C1 (2-methyl-3-phenylpyridine). RXN SMILES: [N:1]1[C:2]2[C:3](=[C:7]3[C:12]([CH:13]=2)=[CH:11][CH:10]=[CH:9][C:8]3=O)[CH:4]=[CH:5][CH:6]=1.N1C2C(=O)C3C(=CC=CC=3)C=2C=CC=1.C(#N)C=C.C(CCC(C1C=CC=CC=1)C(=O)C)#N.C(CCC(C1C=CC(F)=CC=1)C(=O)C)#N.CC(=O)CCC.CC1C(C2C=CC=CC=2)CCCN1.CC1C(C2C=CC(F)=CC=2)CCCN1>>[CH3:13][C:2]1[C:3]([C:7]2[CH:12]=[CH:11][CH:10]=[CH:9][CH:8]=2)=[CH:4][CH:5]=[CH:6][N:1]=1. Procedure: Alternatively, 5H-indeno[2,1-b]pyridine-5-one (also called 1-azafluoren-9-one) and 5 to 8 position fluoro or chloro derivatives are prepared according to a general procedure of Urbina, Synthetic Comm., 9, 245 (1979). Where to a substituted or unsubstituted 1-phenyl-2-propanone (e.g., 1-(4'-fluorophenyl)-2-propanone) is added acrylonitrile producing a corresponding 5-cyano-3-phenyl-2-pentanone, e.g., 5-cyano-3-(4'-fluorophenyl)-2-pentanone. The pentanone product is hydrogenated and cyclized to th... Starting materials: S(O)(O)(=O)=O (sulfuric acid), I(=O)(=O)O (iodic acid), C(CC)C1=CC=C(C=C1)CC[C@@H]1CC[C@H](CC1)CCC1=CC=CC=C1 ((2-(trans-4-(2-(4-n-propylphenyl)ethyl)cyclohexyl)ethyl)benzene), II (iodine). Run in O (water), C(C)(=O)O (acetic acid), C(Cl)(Cl)(Cl)Cl (carbon tetrachloride). The product is C(CC)C1=CC=C(C=C1)CC[C@@H]1CC[C@H](CC1)CCC1=CC=C(C=C1)I (4-(2-(trans-4-(2-(4-n-propylphenyl)ethyl)cyclohexyl)ethyl)iodobenzene). Yield: 46.8%. RXN SMILES: S(=O)(=O)(O)O.[CH2:6]([C:9]1[CH:14]=[CH:13][C:12]([CH2:15][CH2:16][C@H:17]2[CH2:22][CH2:21][C@H:20]([CH2:23][CH2:24][C:25]3[CH:30]=[CH:29][CH:28]=[CH:27][CH:26]=3)[CH2:19][CH2:18]2)=[CH:11][CH:10]=1)[CH2:7][CH3:8].II.[I:33](O)(=O)=O>O.C(Cl)(Cl)(Cl)Cl.C(O)(=O)C>[CH2:6]([C:9]1[CH:14]=[CH:13][C:12]([CH2:15][CH2:16][C@H:17]2[CH2:22][CH2:21][C@H:20]([CH2:23][CH2:24][C:25]3[CH:26]=[CH:27][C:28]([I:33])=[CH:29][CH:30]=3)[CH2:19][CH2:18]2)=[CH:11][CH:10]=1)[CH2:7][CH3:8]. Procedure details: To a mixed solution comprising 250 ml of acetic acid, 25 ml of carbon tetrachloride, 25 ml of concentrated sulfuric acid, and 50 ml of water were added 26 g of the (2-(trans-4-(2-(4-n-propylphenyl)ethyl)cyclohexyl)ethyl)benzene mentioned above, 10 g of iodine, and 8.4 g of iodic acid, and they were stirred under a reflux for 2 hours. After cooled, they were washed with a saturated aqueous solution of sodium thiosulfate. Organic layer was washed with water and dried over anhydrous magnesium sulfa... Reactants: N1=C(C=CC=C1)C1=NC=CC=C1 (2,2′-bipyridine), CuBr, C=C(C)C (isobutene), C(C=C)(=O)OCCCC (butyl acrylate), diethyl methyl bromomalonate, C(C=C)(=O)OCCCC (BA). Solvent: C1CCOC1 (THF). Conditions: temperature 50 celsius. Yields the product CC(C)=C.C(C=C)(=O)OCCCC (isobutylene butyl acrylate). As a reaction SMILES: N1C=CC=CC=1C1C=CC=CN=1.[CH2:13]=[C:14]([CH3:16])[CH3:15].[C:17]([O:21][CH2:22][CH2:23][CH2:24][CH3:25])(=[O:20])[CH:18]=[CH2:19]>C1COCC1>[CH3:15][C:14](=[CH2:13])[CH3:16].[C:17]([O:21][CH2:22][CH2:23][CH2:24][CH3:25])(=[O:20])[CH:18]=[CH2:19] |f:4.5|. Reported procedure: To 0.11 g (6.68×10−4 mole) 2,2′-bipyridine and 0.036 g (2.34×10−4 mole) CuBr at −30° C. in a glass tube, was added 1.75 mL (2×10−2 mole) isobutene, 0.5 mL (0.55×10−2 mole) butyl acrylate (BA) and 0.040 mL (2.34×10−4 mole) diethyl methyl bromomalonate under an argon atmosphere. The glass tube was sealed under vacuum and the reaction mixture warmed to 50° C. for 12 hours. The reaction mixture was then dissolved in THF and the conversion of BA as determined by GC was 100%. The polymer was then prec... The reactants are C1(=CC=CC=C1)NN=CC=O (2-(phenylhydrazono)ethanal), C([O-])([O-])=O.[K+].[K+] (potassium carbonate), ClCC(C)=O (1-chloropropan-2-one). The solvent is O1CCOCC1 (dioxane). The product is C1(=CC=CC=C1)N1N=CC=C1C(C)=O (1-(1-phenyl-1H-pyrazol-5-yl)ethanone). The yield is 34.7%. RXN SMILES: [C:1]1([NH:7][N:8]=[CH:9][CH:10]=O)[CH:6]=[CH:5][CH:4]=[CH:3][CH:2]=1.C(=O)([O-])[O-].[K+].[K+].Cl[CH2:19][C:20](=[O:22])[CH3:21]>O1CCOCC1>[C:1]1([N:7]2[C:19]([C:20](=[O:22])[CH3:21])=[CH:10][CH:9]=[N:8]2)[CH:2]=[CH:3][CH:4]=[CH:5][CH:6]=1 |f:1.2.3|. Reported procedure: To a mixture of 2-(phenylhydrazono)ethanal (3.10 g) (Journal of Chemical Society, Perkin Trans. 1, 1981, 503-513.), potassium carbonate (4.40 g) and dioxane (20.0 mL) was added 1-chloropropan-2-one (2.10 g) at room temperature, and the mixture was heated under reflux for 5 hr. The reaction mixture was concentrated under reduced pressure and extracted with dichloromethane. The extract was washed with saturated brine, dried over anhydrous sodium sulfate, and the solvent was evaporated under reduce... Reactants: C(C1=CC=CC=C1)OC([C@@H](NC(=O)OC)CC1=CC=C(C=C1)O)=O (N-methoxycarbonyl-L-tyrosine benzyl ester), CI (methyl iodide), C([O-])([O-])=O.[K+].[K+] (potassium carbonate), CN(C=O)C (N,N-dimethylformamide). Solvent: ClCCl (dichloromethane). Conditions: time 5 hour. Yields the product C(C1=CC=CC=C1)OC([C@@H](NC(=O)OC)CC1=CC=C(C=C1)OC)=O (N-methoxycarbonyl-O-methyl-L-tyrosine benzyl ester). Isolated yield 69.8%. As a reaction SMILES: [CH2:1]([O:8][C:9](=[O:24])[C@H:10]([CH2:16][C:17]1[CH:22]=[CH:21][C:20]([OH:23])=[CH:19][CH:18]=1)[NH:11][C:12]([O:14][CH3:15])=[O:13])[C:2]1[CH:7]=[CH:6][CH:5]=[CH:4][CH:3]=1.CI.[C:27](=O)([O-])[O-].[K+].[K+].CN(C)C=O>ClCCl>[CH2:1]([O:8][C:9](=[O:24])[C@H:10]([CH2:16][C:17]1[CH:22]=[CH:21][C:20]([O:23][CH3:27])=[CH:19][CH:18]=1)[NH:11][C:12]([O:14][CH3:15])=[O:13])[C:2]1[CH:7]=[CH:6][CH:5]=[CH:4][CH:3]=1 |f:2.3.4|. Reported procedure: A mixture of N-methoxycarbonyl-L-tyrosine benzyl ester (22.0 g), methyl iodide (10.8 ml), potassium carbonate (24.0 g), and N,N-dimethylformamide (87 ml) was stirred at ambient temperature for 5 hours. The mixture was diluted with dichloromethane (87 ml) and filtered. The filtrate was concentrated in vacuo and the residue was dissolved in ethyl acetate, washed with water and brine, dried over anhydrous magnesium sulfate, and concentrated in vacuo. The crude product was purified by pulverization ... Starting materials: O (Water), OO (H2O2), C([O-])([O-])=O.[K+].[K+] (potassium carbonate), C(#N)C1(CCC1)C1=CC(=CC=C1)OCC1=CC=C(C=C1)N1C(=NC=C1)C (1-cyano-1-[3-[4-(2-methylimidazol-1-yl)benzyloxy]phenyl]-cyclobutane). Solvent: CS(=O)C (DMSO). Run at time 8 hour. Yields the product CC=1N(C=CN1)C1=CC=C(COC=2C=C(C=CC2)C2(CCC2)C(=O)N)C=C1 (1-[3-[4-(2-methylimidazol-1-yl)benzyloxy]phenyl]cyclobutane-1-carboxamide). The yield is 203.6%. RXN SMILES: [C:1]([C:3]1([C:7]2[CH:12]=[CH:11][CH:10]=[C:9]([O:13][CH2:14][C:15]3[CH:20]=[CH:19][C:18]([N:21]4[CH:25]=[CH:24][N:23]=[C:22]4[CH3:26])=[CH:17][CH:16]=3)[CH:8]=2)[CH2:6][CH2:5][CH2:4]1)#[N:2].OO.C(=O)([O-])[O-:30].[K+].[K+].O>CS(C)=O>[CH3:26][C:22]1[N:21]([C:18]2[CH:19]=[CH:20][C:15]([CH2:14][O:13][C:9]3[CH:8]=[C:7]([C:3]4([C:1]([NH2:2])=[O:30])[CH2:6][CH2:5][CH2:4]4)[CH:12]=[CH:11][CH:10]=3)=[CH:16][CH:17]=2)[CH:25]=[CH:24][N:23]=1 |f:2.3.4|. Procedure: To a solution of 1-cyano-1-[3-[4-(2-methylimidazol-1-yl)benzyloxy]phenyl]-cyclobutane (2.90 g, 8.4 mmol) in DMSO (5 ml) cooled to 0° C. was added 30% H2O2 (2.0 ml) and potassium carbonate (0.4 g). The mixture was allowed to warm to room temperature and stirred overnight, and then stirred for 6 hrs at 60° C. Water (100 ml) was added and the mixture extracted with ethyl acetate (100 ml×3). The combined organic layers were extracted with 2N HCl (100 ml×2) and the aqueous layer washed with ethyl ace...